This data is from the Open Reaction Database (ORD), a public repository of structured organic reaction records. The task is: describe an organic reaction: reactants, conditions, products, and yield Starting materials: OC(C)C=1N=CC2=CC=CC=C2C1 (3-(1-Hydroxyethyl)-isoquinoline), S(=O)(Cl)Cl (thionyl chloride). Solvent: ClCCl (dichloromethane), one. Run at temperature 0 celsius, time 3 hour. The product is ClC(C)C=1N=CC2=CC=CC=C2C1 (3-(1-chloroethyl)-isoquinoline). The yield is 95.4%. Reaction SMILES: O[CH:2]([C:4]1[N:5]=[CH:6][C:7]2[C:12]([CH:13]=1)=[CH:11][CH:10]=[CH:9][CH:8]=2)[CH3:3].S(Cl)([Cl:16])=O>ClCCl>[Cl:16][CH:2]([C:4]1[N:5]=[CH:6][C:7]2[C:12]([CH:13]=1)=[CH:11][CH:10]=[CH:9][CH:8]=2)[CH3:3]. Procedure details: 3-(1-Hydroxyethyl)-isoquinoline (1.32 g, 7.6 mmole) is dissolved in 20 ml dichloromethane in a 100 ml one neck round bottom flask under nitrogen. The solution is cooled to 0° C., is treated dropwise with thionyl chloride (835 μl, 11.4 mmole), and is stirred 3 h at 0° C. followed by 1 h at room temperature. The mixture is recooled to 0° C., is quenched with 50 ml saturated sodium bicarbonate, and the layers are separated. The aqueous layer is extracted with 3×25 ml dichloromethane and the combine... Reactants: N#N (N2), CCN(C(C)C)C(C)C (DIPEA), C(C(C)(C)C)(=O)OC1(CC1)C=1N=C(OC1)COS(=O)(=O)C (1-(2-(((methylsulfonyl)oxy)methyl)oxazol-4-yl)cyclopropyl pivalate), [N+](=O)([O-])C1=NNN=C1 (4-nitro-2H-[1,2,3]triazole), solution. Solvent: O (Water), CC(OCC)=O (EA), CN(C)C=O (DMF), CN(C)C=O (DMF), CN(C)C=O (DMF). Run at temperature 50 celsius, time 8 hour. The product is C(C(C)(C)C)(=O)OC1(CC1)C=1N=C(OC1)CN1N=CC(=N1)[N+](=O)[O-] (1-(2-((4-Nitro-2H-1,2,3-triazol-2-yl)methyl)oxazol-4-yl)cyclopropyl pivalate). RXN SMILES: N#N.[C:3]([O:9][C:10]1([C:13]2[N:14]=[C:15]([CH2:18]OS(C)(=O)=O)[O:16][CH:17]=2)[CH2:12][CH2:11]1)(=[O:8])[C:4]([CH3:7])([CH3:6])[CH3:5].[N+:24]([C:27]1[CH:31]=[N:30][NH:29][N:28]=1)([O-:26])=[O:25].CCN(C(C)C)C(C)C>CN(C=O)C.CC(=O)OCC.O>[C:3]([O:9][C:10]1([C:13]2[N:14]=[C:15]([CH2:18][N:29]3[N:28]=[C:27]([N+:24]([O-:26])=[O:25])[CH:31]=[N:30]3)[O:16][CH:17]=2)[CH2:11][CH2:12]1)(=[O:8])[C:4]([CH3:5])([CH3:6])[CH3:7]. Procedure details: In a flame dried round-bottomed flask equipped with a magnetic stir bar and under inert atmosphere (N2), a solution of 1-(2-(((methylsulfonyl)oxy)methyl)oxazol-4-yl)cyclopropyl pivalate (400 mg, 1.26 mmol) in DMF (3.0 mL) was added to a solution of 4-nitro-2H-[1,2,3]triazole (T. E. Eagles et al. Organic preparations and procedures 2 (2), 117-119, 1970; P. N. Neuman J. Heterocycl. Chem. 8, 51-56, 1971) (1.80 g of a 8% solution in DMF, 1.26 mmol) in DMF (3.0 mL) pre-treated for 30 min with DIPEA (...